This data is from the Open Reaction Database (ORD), a public repository of structured organic reaction records. The task is: describe an organic reaction: reactants, conditions, products, and yield The reactants are C(C)(=O)NC1=C(C(=NC(=C1)Cl)C(=O)OC)Cl (methyl 4-acetamido-3,6-dichloropyridine-2-carboxylate), C[Sn](C=1SC=CN1)(C)C (2-(trimethylstannyl)thiazole). The reagents and catalysts are Cl[Pd]([P](C1=CC=CC=C1)(C2=CC=CC=C2)C3=CC=CC=C3)([P](C4=CC=CC=C4)(C5=CC=CC=C5)C6=CC=CC=C6)Cl (dichlorobis(triphenylphosphine)palladium(II)). Run in O (water), O1CCCC1 (tetrahydrofuran). The product is C(C)(=O)NC1=C(C(=NC(=C1)C=1SC=CN1)C(=O)OC)Cl (methyl 4-acetamido-3-chloro-6-(2-thiazolyl)pyridine-2-carboxylate). The yield is 29.6%. As a reaction SMILES: [C:1]([NH:4][C:5]1[CH:10]=[C:9](Cl)[N:8]=[C:7]([C:12]([O:14][CH3:15])=[O:13])[C:6]=1[Cl:16])(=[O:3])[CH3:2].C[Sn](C)(C)[C:19]1[S:20][CH:21]=[CH:22][N:23]=1>O1CCCC1.O.Cl[Pd](Cl)([P](C1C=CC=CC=1)(C1C=CC=CC=1)C1C=CC=CC=1)[P](C1C=CC=CC=1)(C1C=CC=CC=1)C1C=CC=CC=1>[C:1]([NH:4][C:5]1[CH:10]=[C:9]([C:19]2[S:20][CH:21]=[CH:22][N:23]=2)[N:8]=[C:7]([C:12]([O:14][CH3:15])=[O:13])[C:6]=1[Cl:16])(=[O:3])[CH3:2] |^1:34,53|. Procedure: A solution of methyl 4-acetamido-3,6-dichloropyridine-2-carboxylate (1.0 g, 4.05 mmol), 2-(trimethylstannyl)thiazole (2.9 g, 17.3 mmol) and dichlorobis(triphenylphosphine)palladium(II) (0.4 g, 0.6 mmol) in tetrahydrofuran (75 mL) was heated under reflux for four hours. The reaction was diluted with water (100 mL) and extracted with ethyl acetate (2×100 mL). The organic phase was dried (MgSO4) and concentrated. The crude product was purified by column chromatography (50% ethyl acetate in hexane) ... The reactants are ClC1=C(C(=CC=C1)Cl)C(=O)N=C=S (2,6-Dichloro-1-benzenecarbonyl isothiocyanate), ClC1=C(C(=CC=C1)Cl)C(=O)Cl (2,6-dichloro-1-benzenecarbonyl chloride), COC=1C=C2C(=CC=NC2=CC1OC)OC1=CC(=C(N)C=C1)F (4-[(6,7-Dimethoxy-4-quinolyl)oxy]-2-fluoroaniline), C1(=CC=CC=C1)C (toluene). Solvent: C(C)O (ethanol), C(C)O (ethanol). Conditions: time 2 hour. Product: ClC1=C(C(=CC=C1)Cl)C(=O)N=C=S (2,6-Dichloro-1-benzenecarbonyl isothiocyanate), ClC1=C(C(=O)NC(=S)NC2=C(C=C(C=C2)OC2=CC=NC3=CC(=C(C=C23)OC)OC)F)C(=CC=C1)Cl (N-(2,6-Dichlorobenzoyl)-N′-{4-[(6,7-dimethoxy-4-quinolyl)oxy]-2-fluorophenyl}thiourea). Isolated yield 82.0%. RXN SMILES: ClC1C=CC=C(Cl)C=1C(Cl)=O.[Cl:12][C:13]1[CH:18]=[CH:17][CH:16]=[C:15]([Cl:19])[C:14]=1[C:20]([N:22]=[C:23]=[S:24])=[O:21].[CH3:25][O:26][C:27]1[CH:28]=[C:29]2[C:34](=[CH:35][C:36]=1[O:37][CH3:38])[N:33]=[CH:32][CH:31]=[C:30]2[O:39][C:40]1[CH:46]=[CH:45][C:43]([NH2:44])=[C:42]([F:47])[CH:41]=1.C1(C)C=CC=CC=1>C(O)C>[Cl:12][C:13]1[CH:18]=[CH:17][CH:16]=[C:15]([Cl:19])[C:14]=1[C:20]([N:22]=[C:23]=[S:24])=[O:21].[Cl:12][C:13]1[CH:18]=[CH:17][CH:16]=[C:15]([Cl:19])[C:14]=1[C:20]([NH:22][C:23]([NH:44][C:43]1[CH:45]=[CH:46][C:40]([O:39][C:30]2[C:29]3[C:34](=[CH:35][C:36]([O:37][CH3:38])=[C:27]([O:26][CH3:25])[CH:28]=3)[N:33]=[CH:32][CH:31]=2)=[CH:41][C:42]=1[F:47])=[S:24])=[O:21]. Procedure: 2,6-Dichloro-1-benzenecarbonyl isothiocyanate was prepared using commercially available 2,6-dichloro-1-benzenecarbonyl chloride (80 mg) as a starting compound according to the description of the literature. 2,6-Dichloro-1-benzenecarbonyl isothiocyanate was dissolved in ethanol (1 ml) to prepare a solution. 4-[(6,7-Dimethoxy-4-quinolyl)oxy]-2-fluoroaniline (50 mg), toluene (5 ml), and ethanol (1 ml) were added to the solution, and the mixture was stirred at room temperature for 2 hr. The reaction... RXN SMILES: C([C:4]1([CH:8]([O:10][CH:11]2[CH2:16][CH2:15][CH:14]([N:17]3[C:22](=[O:23])[C:21]([CH2:24][C:25]4[CH:30]=[CH:29][C:28]([C:31]5[C:32]([C:37]#[N:38])=[CH:33][CH:34]=[CH:35][CH:36]=5)=[CH:27][CH:26]=4)=[C:20]([CH2:39][CH2:40][CH3:41])[N:19]4[N:42]=[CH:43][N:44]=[C:18]34)[CH2:13][CH2:12]2)[CH3:9])[CH2:7][CH2:6][CH2:5]1)(=O)C.OO.FC(F)(F)C(OC(=O)C(F)(F)F)=[O:50].C(=O)([O-])O.[Na+].S([O-])([O-])(=O)=S.[Na+].[Na+]>C(Cl)(Cl)Cl>[OH:50][C:4]1([CH:8]([O:10][C@@H:11]2[CH2:12][CH2:13][C@H:14]([N:17]3[C:22](=[O:23])[C:21]([CH2:24][C:25]4[CH:26]=[CH:27][C:28]([C:31]5[C:32]([C:37]#[N:38])=[CH:33][CH:34]=[CH:35][CH:36]=5)=[CH:29][CH:30]=4)=[C:20]([CH2:39][CH2:40][CH3:41])[N:19]4[N:42]=[CH:43][N:44]=[C:18]34)[CH2:15][CH2:16]2)[CH3:9])[CH2:5][CH2:6][CH2:7]1 |f:3.4,5.6.7|. Starting materials: C(C)(=O)C1(CCC1)C(C)OC1CCC(CC1)N1C=2N(C(=C(C1=O)CC1=CC=C(C=C1)C=1C(=CC=CC1)C#N)CCC)N=CN2 (4′-[(4-{4-[1-(1-acetylcyclobutyl)ethoxy]cyclohexyl}-5-oxo-7-propyl-4,5-dihydro[1,2,4]triazolo[1,5-a]pyrimidin-6-yl)methyl]biphenyl-2-carbonitrile), OO (hydrogen peroxide), C(O)([O-])=O.[Na+] (sodium hydrogen carbonate), S(=S)(=O)([O-])[O-].[Na+].[Na+] (sodium thiosulfate), FC(C(=O)OC(C(F)(F)F)=O)(F)F (trifluoroacetic acid anhydride). Procedure details: To a mixture of 4′-[(4-{4-[1-(1-acetylcyclobutyl)ethoxy]cyclohexyl}-5-oxo-7-propyl-4,5-dihydro[1,2,4]triazolo[1,5-a]pyrimidin-6-yl)methyl]biphenyl-2-carbonitrile (9.20 g), 30% aqueous hydrogen peroxide solution (77.5 mL) and chloroform (80 mL) was added trifluoroacetic acid anhydride (42.8 mL), and the mixture was stirred at 60° C. for 15 hr. The reaction mixture was cooled to room temperature, saturated aqueous sodium hydrogen carbonate solution and 1 M sodium thiosulfate were added, and the mi... Reaction conditions: temperature 60 celsius, time 15 hour. The yield is 6.0%. The product is OC1(CCC1)C(C)O[C@H]1CC[C@H](CC1)N1C=2N(C(=C(C1=O)CC1=CC=C(C=C1)C=1C(=CC=CC1)C#N)CCC)N=CN2 (4′-[(4-{cis-4-[1-(1-hydroxycyclobutyl)ethoxy]cyclohexyl}-5-oxo-7-propyl-4,5-dihydro[1,2,4]triazolo[1,5-a]pyrimidin-6-yl)methyl]biphenyl-2-carbonitrile), compound. Run in C(Cl)(Cl)Cl (chloroform). Starting materials: [O-]C(=NCc1ccccc1)C(Cl)(Cl)Cl, O=C1OC(CO)C(c2cccc(C(F)(F)F)c2)N1c1ccc(Cl)cc1, ClCCl, O=S(=O)(O)C(F)(F)F. Yields the product O=C1OC(COCc2ccccc2)C(c2cccc(C(F)(F)F)c2)N1c1ccc(Cl)cc1. Reaction SMILES: [CH2:26]([c:27]1[cH:28][cH:29][cH:30][cH:31][cH:32]1)[N:33]=[C:34]([O-:35])[C:36]([Cl:37])([Cl:38])[Cl:39].[Cl:1][c:2]1[cH:3][cH:4][c:5]([N:8]2[C:9](=[O:25])[O:10][CH:11]([CH2:23][OH:24])[CH:12]2[c:13]2[cH:14][c:15]([C:19]([F:20])([F:21])[F:22])[cH:16][cH:17][cH:18]2)[cH:6][cH:7]1.[Cl:48][CH2:49][Cl:50].[F:40][C:41]([F:42])([F:43])[S:44]([OH:45])(=[O:46])=[O:47]>>[Cl:1][c:2]1[cH:3][cH:4][c:5]([N:8]2[C:9](=[O:25])[O:10][CH:11]([CH2:23][O:24][CH2:26][c:27]3[cH:28][cH:29][cH:30][cH:31][cH:32]3)[CH:12]2[c:13]2[cH:14][c:15]([C:19]([F:20])([F:21])[F:22])[cH:16][cH:17][cH:18]2)[cH:6][cH:7]1. Reactants: C(Cl)[C@@H]1CO1 ((S)-Epichlorohydrin), N1(CCNCC1)S(=O)(=O)N (piperazine sulfonamide), C(C)O (ethanol). Conditions: time 18 hour. Yields the product ClC[C@H](CN1CCN(CC1)S(=O)(=O)C)O (1-chloro-(S)-2-hydroxy-3-(4-methanesulfonylpiperazin-1-yl)propane). Reaction SMILES: [CH2:1]([C@H:3]1[O:5][CH2:4]1)[Cl:2].[N:6]1([S:12](N)(=[O:14])=[O:13])[CH2:11][CH2:10][NH:9][CH2:8][CH2:7]1.[CH2:16](O)C>>[Cl:2][CH2:1][C@@H:3]([OH:5])[CH2:4][N:9]1[CH2:10][CH2:11][N:6]([S:12]([CH3:16])(=[O:14])=[O:13])[CH2:7][CH2:8]1. Procedure: (S)-Epichlorohydrin (48.0 mL, 0.612 mol) was added to a stirred solution of piperazine sulfonamide (87.3 g, 0.532 mol) in ethanol (1.33 L) at room temperature. The reaction mixture was stirred for 18 h and the white solid precipitate which formed was collected by filtration and washed with ethanol to afford the title intermediate (107.76 g) as a white solid which was used without further purification. (m/z): [M+H]+ calcd for C8H17ClN2O3S, 257.07; found 257.2. 1H NMR (DMSO-d6): δ (ppm) 2.37 (dd, ... Starting materials: Brc1csc(Br)n1, CN(C)c1nc([Sn](C)(C)C)cs1, CN(C)C=O, O. The product is CN(C)c1nc(Br)cs1. As a reaction SMILES: [Br:13][c:14]1[s:15][cH:16][c:17]([Br:18])[n:19]1.[CH3:1][N:2]([c:3]1[s:4][cH:5][c:6]([Sn:8]([CH3:9])([CH3:10])[CH3:11])[n:7]1)[CH3:12].[O:21]=[CH:22][N:23]([CH3:24])[CH3:25].[OH2:20]>>[CH3:1][N:2]([c:3]1[s:4][cH:5][c:6]([Br:13])[n:7]1)[CH3:12]. Solvent: C(C)#N (acetonitrile). The reagents and catalysts are [Pt] (Platinum on carbon). The product is FC(CNC1=C(C=NC2=CC=CN=C12)N)(C)C (N4-(2-fluoro-2-methylpropyl)[1,5]naphthyridine-3,4-diamine). Yield: 90.5%. Conditions: time 5 hour. The reactants are FC(CNC1=C(C=NC2=CC=CN=C12)[N+](=O)[O-])(C)C (N-(2-fluoro-2-methylpropyl)-3-nitro[1,5]naphthyridin-4-amine). Reported procedure: A solution of N-(2-fluoro-2-methylpropyl)-3-nitro[1,5]naphthyridin-4-amine (2.64 g, 10.0 mmol) dissolved in 80 mL of acetonitrile was placed in a pressure bottle. Platinum on carbon (5%, 500 mg) was then added and the reaction mixture was shaken under H2 at 50 PSI (3.4×105 Pa). After 5 hours, the reaction mixture was filtered through a pad of CELITE filter agent. The pad was rinsed with acetonitrile and the combined filtrates were concentrated under reduced pressure to give 2.12 g of N4-(2-fluor... As a reaction SMILES: [F:1][C:2]([CH3:19])([CH3:18])[CH2:3][NH:4][C:5]1[C:14]2[C:9](=[CH:10][CH:11]=[CH:12][N:13]=2)[N:8]=[CH:7][C:6]=1[N+:15]([O-])=O>C(#N)C.[Pt]>[F:1][C:2]([CH3:19])([CH3:18])[CH2:3][NH:4][C:5]1[C:14]2[C:9](=[CH:10][CH:11]=[CH:12][N:13]=2)[N:8]=[CH:7][C:6]=1[NH2:15].